From a dataset of the Open Reaction Database (ORD), a public repository of structured organic reaction records. describe an organic reaction: reactants, conditions, products, and yield The reactants are CC(C)([O-])C.[K+] (potassium tert-butoxide), OC1=C(N(C2=CC=C(C=C12)OC)C)C(=O)OC (methyl 3-hydroxy-5-methoxy-1-methyl-1H-indole-2-carboxylate), ClCC#N (chloroacetonitrile), ice, O (water). Solvent: CS(=O)C (dimethyl sulfoxide). Conditions: time 15 minute. Product: C(#N)COC1=C(N(C2=CC=C(C=C12)OC)C)C(=O)OC (Methyl 3-(Cyanomethoxy)-5-methoxy-1-methyl-1H-indole-2-carboxylate). The yield is 59.2%. Reaction SMILES: CC(C)([O-])C.[K+].[OH:7][C:8]1[C:16]2[C:11](=[CH:12][CH:13]=[C:14]([O:17][CH3:18])[CH:15]=2)[N:10]([CH3:19])[C:9]=1[C:20]([O:22][CH3:23])=[O:21].Cl[CH2:25][C:26]#[N:27].O>CS(C)=O>[C:26]([CH2:25][O:7][C:8]1[C:16]2[C:11](=[CH:12][CH:13]=[C:14]([O:17][CH3:18])[CH:15]=2)[N:10]([CH3:19])[C:9]=1[C:20]([O:22][CH3:23])=[O:21])#[N:27] |f:0.1|. Procedure: A suspension of potassium tert-butoxide (3.2 g, 29 mmol) in 60 mL of dimethyl sulfoxide is treated in portions with methyl 3-hydroxy-5-methoxy-1-methyl-1H-indole-2-carboxylate (5.6 g, 24 mmol; Unangst P. C., et al., J. Heterocyclic Chem., 24:811 (1987)). The mixture is stirred for 15 minutes, and chloroacetonitrile (4.8 mL, 5.7 g, 76 mmol) is added dropwise. The mixture is heated at 80° for 90 minutes, cooled, and added to 800 g of ice and water. The precipitated solid is filtered, washed with 1... Starting materials: CC(=O)c1ccccc1B(O)O, CC1(C)CC(=O)c2ccc(OS(=O)(=O)C(F)(F)F)cc21. Yields the product CC(=O)c1ccccc1-c1ccc2c(c1)C(C)(C)CC2=O. RXN SMILES: [C:21]([CH3:22])(=[O:23])[c:24]1[c:25]([B:30]([OH:31])[OH:32])[cH:26][cH:27][cH:28][cH:29]1.[CH3:1][C:2]1([CH3:20])[CH2:3][C:4](=[O:19])[c:5]2[cH:6][cH:7][c:8]([O:11][S:12]([C:13]([F:14])([F:15])[F:16])(=[O:17])=[O:18])[cH:9][c:10]21>>[CH3:1][C:2]1([CH3:20])[CH2:3][C:4](=[O:19])[c:5]2[cH:6][cH:7][c:8](-[c:25]3[c:24]([C:21]([CH3:22])=[O:23])[cH:29][cH:28][cH:27][cH:26]3)[cH:9][c:10]21. The reactants are Cl.C1(=CC=CC=C1)[C@@H]1[C@@H](CCC1)N (cis-2-phenylcyclopentylamine hydrochloride), Cl.C1(CCCCC1)[C@@H]1[C@@H](CCC1)N (cis-2-cyclohexylcyclopentylamine hydrochloride). Yields the product Cl.C1(CCCCC1)[C@@H]1[C@@H](CCC1)N=C1NCCCCC1 (2[(cis-2-Cyclohexylcyclopentyl)imino]hexahydroazepine hydrochloride). Reaction SMILES: [ClH:1].[C:2]1([C@H:8]2[CH2:12][CH2:11][CH2:10][C@H:9]2[NH2:13])[CH:7]=[CH:6][CH:5]=[CH:4][CH:3]=1.Cl.[CH:15]1([C@H:21]2CCC[C@H:22]2[NH2:26])[CH2:20][CH2:19][CH2:18]CC1>>[ClH:1].[CH:2]1([C@H:8]2[CH2:12][CH2:11][CH2:10][C@H:9]2[N:13]=[C:22]2[CH2:21][CH2:15][CH2:20][CH2:19][CH2:18][NH:26]2)[CH2:7][CH2:6][CH2:5][CH2:4][CH2:3]1 |f:0.1,2.3,4.5|. Reported procedure: By the procedure of Example 1 only employing a reaction time of 29 days and substituting for cis-2-phenylcyclopentylamine hydrochloride an appropriate amount of cis-2-cyclohexylcyclopentylamine hydrochloride, the desired product was obtained, M.P. 179°-180° C. The reactants are CN1C(NCC1C(=O)OC)=O (Methyl 3-methyl-2-oxo-4-imidazolidinecarboxylate), CN1C(N(CC1C(=O)OC)C=1CCN(CC1)C(=O)OC(C)(C)C)=O (1,1-dimethylethyl 4-{3-methyl-4-[(methyloxy)carbonyl]-2-oxo-1-imidazolidinyl}-3,6-dihydro-1(2H)-pyridinecarboxylate). Reagents/catalysts: [Pd] (palladium on charcoal). Solvent: C(C)(=O)OCC (ethyl acetate). Run at time 24 hour. The product is CN1C(N(CC1C(=O)OC)C1CCN(CC1)C(=O)OC(C)(C)C)=O (1,1-dimethylethyl 4-{3-methyl-4-[(methyloxy)carbonyl]-2-oxo-1-imidazolidinyl}-1-piperidinecarboxylate). The yield is 15.0%. RXN SMILES: CN1C(C(OC)=O)CNC1=O.[CH3:12][N:13]1[CH:17]([C:18]([O:20][CH3:21])=[O:19])[CH2:16][N:15]([C:22]2[CH2:23][CH2:24][N:25]([C:28]([O:30][C:31]([CH3:34])([CH3:33])[CH3:32])=[O:29])[CH2:26][CH:27]=2)[C:14]1=[O:35]>C(OCC)(=O)C.[Pd]>[CH3:12][N:13]1[CH:17]([C:18]([O:20][CH3:21])=[O:19])[CH2:16][N:15]([CH:22]2[CH2:23][CH2:24][N:25]([C:28]([O:30][C:31]([CH3:33])([CH3:32])[CH3:34])=[O:29])[CH2:26][CH2:27]2)[C:14]1=[O:35]. Procedure details: A solution of 1,1-dimethylethyl 4-oxo-1-piperidinecarboxylate (3.0 g, 15 mmol) in THF (45 ml) was stirred at −78° C. under argon. Lithium hexamethyldisilazide (15 ml, 15 mmol, 1M solution in THF) was added dropwise and the reaction was stirred at −78° C. for 1 hour. A solution of 1,1,1-trifluoro-N-phenyl-N-[(trifluoromethyl)sulfonyl]methanesulfonamide (6.43 g, 18 mmol) in THF (12 ml) was added dropwise. The reaction was allowed to warm to room temperature over 2 hours. The reaction was quenched ...